Dataset: the Open Reaction Database (ORD), a public repository of structured organic reaction records. Task: describe an organic reaction: reactants, conditions, products, and yield Starting materials: BrC=1C(=NN(C1C)C1=CC=C(C=C1)CCO)C(F)(F)F (2-{4-[4-Bromo-5-methyl-3-(trifluoromethyl)-1H-pyrazol-1-yl]phenyl}ethanol), C1(=CC=CC=C1)B(O)O (phenylboronic acid). Product: CC1=C(C(=NN1C1=CC=C(C=C1)CCO)C(F)(F)F)C1=CC=CC=C1 (2-{4-[5-Methyl-4-phenyl-3-(trifluoromethyl)-1H-pyrazol-1-yl]phenyl}ethanol). As a reaction SMILES: Br[C:2]1[C:3]([C:17]([F:20])([F:19])[F:18])=[N:4][N:5]([C:8]2[CH:13]=[CH:12][C:11]([CH2:14][CH2:15][OH:16])=[CH:10][CH:9]=2)[C:6]=1[CH3:7].[C:21]1(B(O)O)[CH:26]=[CH:25][CH:24]=[CH:23][CH:22]=1>>[CH3:7][C:6]1[N:5]([C:8]2[CH:13]=[CH:12][C:11]([CH2:14][CH2:15][OH:16])=[CH:10][CH:9]=2)[N:4]=[C:3]([C:17]([F:20])([F:19])[F:18])[C:2]=1[C:21]1[CH:26]=[CH:25][CH:24]=[CH:23][CH:22]=1. Procedure: The title compound was prepared according to the procedure described in step 1 of Example 12 from 2-{4-[4-bromo-5-methyl-3-(trifluoromethyl)-1H-pyrazol-1-yl]phenyl}ethanol (step 2) and phenylboronic acid: MS (ESI) m/z 346 [M+H]+, 1H-NMR (CDCl3) δ 7.44-7.32 (9H, m), 3.89-3.83 (2H, m), 2.94-2.89 (2H, m), 2.33 (3H, s), 2:32 (3H, s)